This data is from the Open Reaction Database (ORD), a public repository of structured organic reaction records. The task is: describe an organic reaction: reactants, conditions, products, and yield The reactants are [H-].[Na+] (sodium hydride), [Si](C)(C)(C(C)(C)C)OCC1=CC[C@H]2[C@@H]1[C@@H](OC=C2CO)OC ((1R,4aS,7aS)-7-(t-butyldimethylsilyloxymethyl)-4-hydroxymethyl-1-methoxy-1,4a,5,7a-tetrahydrocyclopenta[c]pyran), C([O-])(O)=O.[Na+] (sodium bicarbonate), COC1=CC=C(CCl)C=C1 (p-methoxybenzylchloride). Run in CCCCCC.C(C)OC(C)=O (n-hexane ethylacetate), CN(C=O)C (dimethylfor- mamide). Conditions: time 1 hour. The product is [Si](C)(C)(C(C)(C)C)OCC1=CC[C@H]2[C@@H]1[C@@H](OC=C2COCC2=CC=C(C=C2)OC)OC ((1R,4aS,7aS)-7-(t-butyldimethylsilyloxymethyl)-1-methoxy-4-(p-methoxybenzyloxymethyl)-1,4a,5,7a-tetrahydrocyclopenta[c]pyran). Isolated yield 42.2%. Reaction SMILES: [H-].[Na+].[Si:3]([O:10][CH2:11][C:12]1[C@H:16]2[C@H:17]([O:23][CH3:24])[O:18][CH:19]=[C:20]([CH2:21][OH:22])[C@H:15]2[CH2:14][CH:13]=1)([C:6]([CH3:9])([CH3:8])[CH3:7])([CH3:5])[CH3:4].[CH3:25][O:26][C:27]1[CH:34]=[CH:33][C:30]([CH2:31]Cl)=[CH:29][CH:28]=1.C(=O)(O)[O-].[Na+]>CN(C)C=O.CCCCCC.C(OC(=O)C)C>[Si:3]([O:10][CH2:11][C:12]1[C@H:16]2[C@H:17]([O:23][CH3:24])[O:18][CH:19]=[C:20]([CH2:21][O:22][CH2:31][C:30]3[CH:33]=[CH:34][C:27]([O:26][CH3:25])=[CH:28][CH:29]=3)[C@H:15]2[CH2:14][CH:13]=1)([C:6]([CH3:9])([CH3:8])[CH3:7])([CH3:4])[CH3:5] |f:0.1,4.5,7.8|. Procedure details: 0.402 g (10.04 mmol) of sodium hydride was introduced into a reaction vessel and 10ml of dried dimethylformanide was added thereto under nitrogen atmosphere. After the reaction temperature was lowered to 5° C., 3 g (8.37 mmol) of (1R,4aS,7aS)-7-(t-butyldimethylsilyloxymethyl)-4-hydroxymethyl-1-methoxy-1,4a,5,7a-tetrahydrocyclopenta[c]pyran which is diluted in advance in 20 ml of dried dimethylfor- mamide was slowly added dropwise thereto. After stirring for one hour, 1.36 ml (10.04 mmol) of p-me... The reactants are CN(C)C=O, O=C(CCl)Nc1c2c(nc3ccccc13)CCCC2, [N-]=[N+]=[N-], [Na+], O. The product is [N-]=[N+]=NCC(=O)Nc1c2c(nc3ccccc13)CCCC2. As a reaction SMILES: [CH3:25][N:26]([CH3:27])[CH:28]=[O:29].[Cl:5][CH2:6][C:7](=[O:8])[NH:9][c:10]1[c:11]2[cH:12][cH:13][cH:14][cH:15][c:16]2[n:17][c:18]2[c:23]1[CH2:22][CH2:21][CH2:20][CH2:19]2.[N-:2]=[N+:3]=[N-:4].[Na+:1].[OH2:24]>>[N:2](=[N+:3]=[N-:4])[CH2:6][C:7](=[O:8])[NH:9][c:10]1[c:11]2[cH:12][cH:13][cH:14][cH:15][c:16]2[n:17][c:18]2[c:23]1[CH2:22][CH2:21][CH2:20][CH2:19]2. Yields the product COC(C1=C(C(=C(C=C1)OC)OC)OCC(=O)O)=O (2-carboxymethoxy-3,4-dimethoxy-benzoic acid methyl ester). Starting materials: C(C)[SiH](CC)CC (triethylsilane), C(=O)(C(F)(F)F)O (TFA), COC(C1=C(C(=C(C=C1)OC)OC)OCC(=O)OC(C)(C)C)=O (2-tert-Butoxycarbonylmethoxy-3,4-dimethoxy-benzoic acid methyl ester). Run in C(Cl)Cl (DCM). As a reaction SMILES: [CH3:1][O:2][C:3](=[O:23])[C:4]1[CH:9]=[CH:8][C:7]([O:10][CH3:11])=[C:6]([O:12][CH3:13])[C:5]=1[O:14][CH2:15][C:16]([O:18]C(C)(C)C)=[O:17].C([SiH](CC)CC)C.C(O)(C(F)(F)F)=O>C(Cl)Cl>[CH3:1][O:2][C:3](=[O:23])[C:4]1[CH:9]=[CH:8][C:7]([O:10][CH3:11])=[C:6]([O:12][CH3:13])[C:5]=1[O:14][CH2:15][C:16]([OH:18])=[O:17]. Procedure details: Methyl 2,3,4-trimethoxybenzoic acid (25.7 g, 114 mmol) was dissolved in DCM (25 mL) under argon. BCl3 (133 mL of an 1M solution in DCM, 133 mmol) was added dropwise and the reaction mixture was left at it for 2 hours. EtOH (200 mL) was added and the reaction mixture was stirred for 2 hours. Filter the precipitate and recryst. from EtOAc-petrol ether to provide 6 g (25%) of 2-hydroxy-3,4-dimethoxy-benzoic acid methyl ester as a white solid. 1H NMR (CDCl3) δ=10.90 (1H, s), 7.59 (1H, d), 6.48 (1H, ... Reaction conditions: time 8 hour. The reactants are BrCC(=O)C=1C(=CC(=C(C(=O)N2CCC(CC2)C2=CC=C(C#N)C=C2)C1)C)C1CCC1 (4-(1-(5-(2-bromoacetyl)-4-cyclobutyl-2-methylbenzoyl)piperidin-4-yl)benzonitrile), BrCC(=O)C=1C(=CC(=C(C(=O)N2CCC(CC2)C2=CC=C(C#N)C=C2)C1)C)C1CCC1 (4-(1-(5-(2-bromoacetyl)-4-cyclobutyl-2-methylbenzoyl)piperidin-4-yl)benzonitrile), Cl.C(CC)(N)=N (Propionimidamide hydrochloride), C([O-])([O-])=O.[K+].[K+] (potassium carbonate). Solvent: CC#N (CH3CN). Run at temperature 80 celsius, time 3 hour. The product is C1(CCC1)C1=CC(=C(C(=O)N2CCC(CC2)C2=CC=C(C#N)C=C2)C=C1C1=CN=C(N1)CC)C (4-(1-(4-Cyclobutyl-5-(2-ethyl-1H-imidazol-5-yl)-2-methylbenzoyl)piperidin-4-yl)benzonitrile). The yield is 45.2%. RXN SMILES: Br[CH2:2][C:3]([C:5]1[C:6]([CH:28]2[CH2:31][CH2:30][CH2:29]2)=[CH:7][C:8]([CH3:27])=[C:9]([CH:26]=1)[C:10]([N:12]1[CH2:17][CH2:16][CH:15]([C:18]2[CH:25]=[CH:24][C:21]([C:22]#[N:23])=[CH:20][CH:19]=2)[CH2:14][CH2:13]1)=[O:11])=O.Cl.[C:33](=[NH:37])([NH2:36])[CH2:34][CH3:35].C(=O)([O-])[O-].[K+].[K+]>CC#N>[CH:28]1([C:6]2[C:5]([C:3]3[NH:36][C:33]([CH2:34][CH3:35])=[N:37][CH:2]=3)=[CH:26][C:9]([C:10]([N:12]3[CH2:17][CH2:16][CH:15]([C:18]4[CH:25]=[CH:24][C:21]([C:22]#[N:23])=[CH:20][CH:19]=4)[CH2:14][CH2:13]3)=[O:11])=[C:8]([CH3:27])[CH:7]=2)[CH2:31][CH2:30][CH2:29]1 |f:1.2,3.4.5|. Reported procedure: To a round-bottom flask, which was purged and maintained with an inert atmosphere of nitrogen, was added a solution of 4-(1-(5-(2-bromoacetyl)-4-cyclobutyl-2-methylbenzoyl)piperidin-4-yl)benzonitrile (compound 235.2, 100 mg, 0.210 mmol, 1.00 equiv) in CH3CN (5 mL). Propionimidamide hydrochloride (22.8 mg, 1.00 equiv) and potassium carbonate (86.6 mg, 0.63 mmol, 3.00 equiv) were added to the reaction. The resulting solution was stirred for 3 h at 80° C., then cooled to room temperature and concen... Starting materials: CCI, CC(=O)CCC(C)CC(=O)O, CN(C)C=O, [Na+], [Na+], O=C([O-])[O-], O. Yields the product CCOC(=O)CC(C)CCC(C)=O. Reaction SMILES: [CH2:18]([CH3:19])[I:20].[CH3:1][CH:2]([CH2:3][C:4](=[O:5])[OH:6])[CH2:7][CH2:8][C:9]([CH3:10])=[O:11].[CH3:22][N:23]([CH3:24])[CH:25]=[O:26].[Na+:12].[Na+:13].[O-:14][C:15](=[O:16])[O-:17].[OH2:21]>>[CH3:1][CH:2]([CH2:3][C:4](=[O:5])[O:6][CH2:18][CH3:19])[CH2:7][CH2:8][C:9]([CH3:10])=[O:11].